From a dataset of the Open Reaction Database (ORD), a public repository of structured organic reaction records. describe an organic reaction: reactants, conditions, products, and yield Reactants: O (water), C(C)(C)(C)OC(=O)N[C@H]([C@H](CNCCCC(=O)O)O[Si](C)(C)OC(C)(C)C)CC1CCCCC1 (4-[[(2S,3S)-3-(1-t-butoxyformamido)-2-(t-butoxydimethylsiloxy)-3-(cyclohexylmethyl)propyl]amino]butyric acid), C(CCl)Cl (EDC), C=1C=CC2=C(C1)N=NN2O (HOBT). Solvent: C(Cl)Cl (methylene chloride), C(Cl)Cl (methylene chloride). Reaction conditions: time 17 hour. The product is O([Si](C)(C)C(C)(C)C)[C@H]([C@H](CC1CCCCC1)NC(OC(C)(C)C)=O)CN1C(CCC1)=O (t-butyl [(1S,2S)-2-(t-butyldimethylsiloxy)-1-(cyclohexylmethyl)-3-(2-oxo-1-pyrrolidinyl)propyl]carbamate). Yield: 83.3%. RXN SMILES: [C:1]([O:5][C:6]([NH:8][C@@H:9]([CH2:28][CH:29]1[CH2:34][CH2:33][CH2:32][CH2:31][CH2:30]1)[C@@H:10]([O:19][Si:20](OC(C)(C)C)([CH3:22])[CH3:21])[CH2:11][NH:12][CH2:13][CH2:14][CH2:15][C:16](O)=[O:17])=[O:7])([CH3:4])([CH3:3])[CH3:2].[CH2:35](Cl)CCl.C1C=C[C:42]2N(O)N=N[C:43]=2[CH:44]=1.O>C(Cl)Cl>[O:19]([C@@H:10]([CH2:11][N:12]1[CH2:13][CH2:14][CH2:15][C:16]1=[O:17])[C@@H:9]([NH:8][C:6](=[O:7])[O:5][C:1]([CH3:3])([CH3:2])[CH3:4])[CH2:28][CH:29]1[CH2:34][CH2:33][CH2:32][CH2:31][CH2:30]1)[Si:20]([C:43]([CH3:42])([CH3:44])[CH3:35])([CH3:22])[CH3:21]. Procedure details: 0.6 g (1.23 mmol) of 4-[[(2S,3S)-3-(1-t-butoxyformamido)-2-(t-butoxydimethylsiloxy)-3-(cyclohexylmethyl)propyl]amino]butyric acid was dissolved in 2 ml of methylene chloride and added dropwise at -20° to a solution of 285 mg of EDC and 200 mg of HOBT in 13 ml of methylene chloride. The reaction mixture was subsequently warmed to room temperature within 15 minutes, stirred at this temperature for 17 hours and subsequently poured into water and extracted with methylene chloride. The methylene chlo... Starting materials: [H-].[Na+] (sodium hydride), C(C)OC1=C(C=CC(=C1)C(CO)(C)C)I (2-ethoxy-4-(2-hydroxy-1,1-dimethylethyl)iodobenzene), IC (Iodomethane). Run in O1CCCC1 (tetrahydrofuran). Run at time 12 hour. Yields the product C(C)OC1=C(C=CC(=C1)C(COC)(C)C)I (2-ethoxy-4-(2-methoxy-1,1-dimethylethyl)iodobenzene). Isolated yield 85.4%. As a reaction SMILES: [CH2:1]([O:3][C:4]1[CH:9]=[C:8]([C:10]([CH3:14])([CH3:13])[CH2:11][OH:12])[CH:7]=[CH:6][C:5]=1[I:15])[CH3:2].[H-].[Na+].I[CH3:19]>O1CCCC1>[CH2:1]([O:3][C:4]1[CH:9]=[C:8]([C:10]([CH3:14])([CH3:13])[CH2:11][O:12][CH3:19])[CH:7]=[CH:6][C:5]=1[I:15])[CH3:2] |f:1.2|. Procedure details: To a solution of 2-ethoxy-4-(2-hydroxy-1,1-dimethylethyl)iodobenzene (1.0 g, 3.123 mmol, example 4) in tetrahydrofuran cooled to 0° C. was added sodium hydride (150 mg, 6.246 mmol, 60% in mineral oil). Iodomethane (0.58 mL, 9.369 mmol) was added after 15 min. The icebath was then removed and the reaction mixture was stirred at room temperature for 12 h. Saturated solution of ammonium chloride was added and the mixture was partitioned between ethyl acetate (20 mL) and water (5 mL). The product wa... RXN SMILES: Cl[CH:2]([O:5][CH3:6])[CH2:3][Cl:4].[P:7]([O:14]CC)([O:11][CH2:12][CH3:13])[O:8][CH2:9][CH3:10]>>[CH2:9]([O:8][P:7]([CH:2]([O:5][CH3:6])[CH2:3][Cl:4])(=[O:14])[O:11][CH2:12][CH3:13])[CH3:10]. Procedure details: 0.9 mole of methyl 1,2-dichloroethyl ether was added dropwise to 1 mole of triethyl phosphite at 120° C., under a N2 atmosphere. After a reaction time of 8 hours, the mixture was fractionated. 120 g of 1-methoxy-2-chloroethane-phosphonic acid diethyl ester were obtained. The yield is 57.8%. Product: C(C)OP(OCC)(=O)C(CCl)OC (1-methoxy-2-chloroethane-phosphonic acid diethyl ester). The reactants are ClC(CCl)OC (methyl 1,2-dichloroethyl ether), P(OCC)(OCC)OCC (triethyl phosphite). The reactants are ClC=1C=C2OC3=C(C(N2C1)=O)C(=C(C(=C3)O)CCC)O (2-chloro-6,8-dihydroxy-7-propyl-9H-pyrrolo [2,1-b][1,3]benzoxazin-9-one), ClS(=O)(=O)N=C=O (chlorosulfonylisocyanate), O (water). The solvent is C1(=CC=CC=C1)C (toluene), C(Cl)Cl (CH2Cl2). Conditions: time 15 minute. Yields the product ClC=1C=C2OC3=C(C(N2C1C(=O)N)=O)C(=C(C(=C3)O)CCC)O (2-Chloro-6,8-dihydroxy-9-oxo-7-propyl-9H-pyrrolo[2,1-b][1,3]benzoxazine-1-carboxamide). The yield is 52.4%. Reaction SMILES: [Cl:1][C:2]1[CH:3]=[C:4]2[N:9]([CH:10]=1)[C:8](=[O:11])[C:7]1[C:12]([OH:20])=[C:13]([CH2:17][CH2:18][CH3:19])[C:14]([OH:16])=[CH:15][C:6]=1[O:5]2.ClS([N:25]=[C:26]=[O:27])(=O)=O.O>C1(C)C=CC=CC=1.C(Cl)Cl>[Cl:1][C:2]1[CH:3]=[C:4]2[N:9]([C:10]=1[C:26]([NH2:25])=[O:27])[C:8](=[O:11])[C:7]1[C:12]([OH:20])=[C:13]([CH2:17][CH2:18][CH3:19])[C:14]([OH:16])=[CH:15][C:6]=1[O:5]2. Procedure: To 100 mg (0.34 mmol) of 2-chloro-6,8-dihydroxy-7-propyl-9H-pyrrolo [2,1-b][1,3]benzoxazin-9-one in 10 mL of toluene and 15 mL of CH2Cl2 was added 0.03 mL (0.34 mmol) of chlorosulfonylisocyanate at 0° C. After 15 min., the mixture was warmed to RT, stirred for 30 min., and then 2 mL of water was added. After 30 min, the solids were filtered, washed with ether and dried in vacuo to give 60 mg of the title compound: mp 250° C. dec. RXN SMILES: [N:1]#CBr.[CH2:4]([N:6]([C:9]1[C:18]2[C:13](=[CH:14][CH:15]=[CH:16][CH:17]=2)[CH:12]=[CH:11][CH:10]=1)[CH2:7]C)[CH3:5]>CCOCC>[CH2:4]([N:6]([C:9]1[C:18]2[C:13](=[CH:14][CH:15]=[CH:16][CH:17]=2)[CH:12]=[CH:11][CH:10]=1)[C:7]#[N:1])[CH3:5]. Yields the product C(C)N(C#N)C1=CC=CC2=CC=CC=C12 (N-ethyl-N-(1-naphthyl)-cyanamide). Starting materials: N#CBr (cyanogen bromide), C(C)N(CC)C1=CC=CC2=CC=CC=C12 (N,N-diethyl-1-naphthylamine). Conditions: temperature 100 celsius. Run in CCOCC (ether). Procedure details: A mixture of cyanogen bromide (3.32 g, 31.3 mmol) and N,N-diethyl-1-naphthylamine (5 g, 25 mmol) was heated at 100° C. for 4 hours under nitrogen. It was then allowed to cool to room temperature, ether was added, and the insoluble N,N-diethyl-1-naphthylamine hydrobromide was filtered off. The ether layer was washed with 15% aqueous HCl solution (2×50 ml water (2×50 ml and dried over MGSO4. It was filtered, concentrated and the residue was flash chromatographed on silica gel to give N-ethyl-N-(1-... Yield: 47.7%. Product: B.N1=C(C=CC=C1)C (2-Picoline borane), B.C(C)C1=NC=CC=C1 (2-ethylpyridine borane), B.N1=C(C=CC=C1C)C (2,6-lutidine borane), B.N1=C(C=C(C=C1C)C)C (2,4,6-collidine borane). The solvent is N1=CC=CC=C1 (pyridine), N1=CC=CC=C1 (Pyridine). As a reaction SMILES: [BH3:1].[N:2]1C=CC=CC=1.B.[CH2:9]([C:12]1[CH:17]=[CH:16][CH:15]=[CH:14][N:13]=1)[CH2:10][CH3:11].[CH3:18][C:19]1[CH:20]=N[CH:22]=[CH:23][CH:24]=1.C(C1C=NC=CC=1)C.C(C1C=CN=CC=1)C.[C:41](O)(=O)[CH3:42]>N1C=CC=CC=1>[BH3:1].[N:13]1[CH:14]=[CH:15][CH:16]=[CH:17][C:12]=1[CH3:9].[BH3:1].[CH2:9]([C:12]1[CH:17]=[CH:16][CH:15]=[CH:14][N:13]=1)[CH3:10].[BH3:1].[N:13]1[C:12]([CH3:17])=[CH:9][CH:10]=[CH:11][C:41]=1[CH3:42].[BH3:1].[N:2]1[C:23]([CH3:22])=[CH:24][C:19]([CH3:18])=[CH:20][C:41]=1[CH3:42] |f:0.1,9.10,11.12,13.14,15.16|. Starting materials: C(C)C=1C=NC=CC1 (3-ethylpyridine), amine borane, C(C)(=O)O (acetic acid), B.N1=CC=CC=C1 (Pyridine borane), C(CC)C1=NC=CC=C1 (2-n-propylpyridine), C(C)C1=CC=NC=C1 (4-ethylpyridine), CC=1C=NC=CC1 (3-methylpyridine), B (Borane), B (borane). Procedure details: Pyridine forms an amine borane that is not moisture sensitive and very useful for reductive aminations and reductions in protic media. Pyridine borane is commercially available and often used in acetic acid to increase the reactivity of the borane. Unfortunately, it is thermally unstable and must be kept at temperatures less than 54° C. to avoid decomposition via hydroboration/polymerization processes. Its shelf-life at ambient temperature is only 6 months, Borane complexes of pyridine, 2-n-prop... Reactants: C(=O)(N1C=NC=C1)N1C=NC=C1 (1,1′-carbonyldiimidazole), C1(CCC1)N1CCC2=C(CC1)C=CC(=C2)OC=2N=CC(=NC2)C(=O)O (5-[(3-Cyclobutyl-2,3,4,5-tetrahydro-1H-3-benzazepin-7-yl)oxy]-2-pyrazinecarboxylic acid), N (ammonia). The solvent is CN(C=O)C (dimethylformamide). Conditions: time 1.5 hour. Yields the product C1(CCC1)N1CCC2=C(CC1)C=CC(=C2)OC=2N=CC(=NC2)C(=O)N (5-[(3-Cyclobutyl-2,3,4,5-tetrahydro-1H-3-benzazepin-7-yl)oxy]-2-pyrazinecarboxamide). As a reaction SMILES: [CH:1]1([N:5]2[CH2:11][CH2:10][C:9]3[CH:12]=[CH:13][C:14]([O:16][C:17]4[N:18]=[CH:19][C:20]([C:23]([OH:25])=O)=[N:21][CH:22]=4)=[CH:15][C:8]=3[CH2:7][CH2:6]2)[CH2:4][CH2:3][CH2:2]1.C(N1C=CN=C1)([N:28]1C=CN=C1)=O.N>CN(C)C=O>[CH:1]1([N:5]2[CH2:11][CH2:10][C:9]3[CH:12]=[CH:13][C:14]([O:16][C:17]4[N:18]=[CH:19][C:20]([C:23]([NH2:28])=[O:25])=[N:21][CH:22]=4)=[CH:15][C:8]=3[CH2:7][CH2:6]2)[CH2:2][CH2:3][CH2:4]1. Reported procedure: 5-[(3-Cyclobutyl-2,3,4,5-tetrahydro-1H-3-benzazepin-7-yl)oxy]-2-pyrazinecarboxylic acid (E123a) (168 mg, 0.47 mmol) was dissolved in dry dimethylformamide (5 ml), treated with 1,1′-carbonyldiimidazole (230 mg, 1.42 mmol) and the resulting mixture stirred at room temperature for 1.5 hours. The mixture was treated with 0.880 ammonia (0.14 ml, 2.84 mmol) and stirred for 4 hours. The reaction mixture was concentrated in vacuo and the resulting residue purified by column chromatography eluting with a... Reactants: [N+](=O)(O)[O-] (Nitric acid), C(=O)(C(=O)OCC)NC1=C(C2=CC=CC=C2C=C1)[N+](=O)[O-] (2-Ethoxalylamino-1-nitronaphthalene), ice water. Run in S(O)(O)(=O)=O (sulfuric acid), S(O)(O)(=O)=O (sulfuric acid). The product is C(=O)(C(=O)OCC)NC1=C(C2=C(C=CC=C2C=C1)[N+](=O)[O-])[N+](=O)[O-] (2-Ethoxalylamino-1.8-dinitronaphthalene). Isolated yield 55.1%. Reaction SMILES: [C:1]([NH:8][C:9]1[CH:18]=[CH:17][C:16]2[C:11](=[CH:12][CH:13]=[CH:14][CH:15]=2)[C:10]=1[N+:19]([O-:21])=[O:20])([C:3]([O:5][CH2:6][CH3:7])=[O:4])=[O:2].[N+:22]([O-])([OH:24])=[O:23]>S(=O)(=O)(O)O>[C:1]([NH:8][C:9]1[CH:18]=[CH:17][C:16]2[C:11](=[C:12]([N+:22]([O-:24])=[O:23])[CH:13]=[CH:14][CH:15]=2)[C:10]=1[N+:19]([O-:21])=[O:20])([C:3]([O:5][CH2:6][CH3:7])=[O:4])=[O:2]. Reported procedure: 2-Ethoxalylamino-1-nitronaphthalene (11.5 g, 0.04 mol) was dissolved in 80 ml of sulfuric acid (d 1.84) by portionwise addition, with vigorous stirring on an ice-bath. Nitric acid (1.66 ml, 0.04 mol, d 1.52) in 20 ml of sulfuric acid (d 1.84) was added dropwise during 1 h at 0° C., and the mixture was stirred at this temperature for a further hour. The mixture was cautiously poured into 600 ml of ice/water with vigorous stirring. The yellow solid was collected, washed with water, and boiled with...